describe an organic reaction: reactants, conditions, products, and yield From a dataset of the Open Reaction Database (ORD), a public repository of structured organic reaction records. Starting materials: COC(CNC(=O)C1=C(NC(=C1C)C=NN=C1C(NC2=CC=C(C=C12)F)=O)C)=O (2-(5-(((5-fluoro-2-oxoindolin-3-ylidene)hydrazono)methyl)-2,4-dimethyl-1H-pyrrole-3-carboxamido)-acetic acid methyl ester), CO (CH3OH), solution, [Li+].[OH-] (LiOH), Cl (hydrochloric acid). Run in O (H2O). Conditions: time 24 hour. Product: FC=1C=C2C(C(NC2=CC1)=O)=NN=CC1=C(C(=C(N1)C)C(=O)NCC(=O)O)C (2-(5-(((5-fluoro-2-oxoindolin-3-ylidene)hydrazono)methyl)-2,4-dimethyl-1H-pyrrole-3-carboxamido)-acetic acid). Isolated yield 33.2%. RXN SMILES: C[O:2][C:3](=[O:29])[CH2:4][NH:5][C:6]([C:8]1[C:12]([CH3:13])=[C:11]([CH:14]=[N:15][N:16]=[C:17]2[C:25]3[C:20](=[CH:21][CH:22]=[C:23]([F:26])[CH:24]=3)[NH:19][C:18]2=[O:27])[NH:10][C:9]=1[CH3:28])=[O:7].CO.[Li+].[OH-].Cl>O>[F:26][C:23]1[CH:24]=[C:25]2[C:20](=[CH:21][CH:22]=1)[NH:19][C:18](=[O:27])[C:17]2=[N:16][N:15]=[CH:14][C:11]1[NH:10][C:9]([CH3:28])=[C:8]([C:6]([NH:5][CH2:4][C:3]([OH:29])=[O:2])=[O:7])[C:12]=1[CH3:13] |f:2.3|. Procedure details: 2-(5-(((5-fluoro-2-oxoindolin-3-ylidene)hydrazono)methyl)-2,4-dimethyl-1H-pyrrole-3-carboxamido)-acetic acid methyl ester (399 mg, 1 mmol) and 300 ml of CH3OH were stirred at room temperature while 25 ml of 4 N solution of LiOH in H2O was added. The mixture was stirred for 24 hours at room temperature. The mixture is neutralized with concentrated hydrochloric acid to pH 7 and evaporated under vacuum to remove methanol. The residue was adjusted to pH 3 with concentrated hydrochloric acid. The sol... The reactants are C(C=C)#N (Acrylonitrile), [OH-].C(C1=CC=CC=C1)[N+](C)(C)C (benzyltrimethylammoniumhydroxide), C1=CC=C(C=C1)NC2=CC=CC=C2[N+](=O)[O-] (2-nitrodiphenylamine). The solvent is CO (methanol). Product: [N+](=O)([O-])C1=C(C=CC=C1)N(C1=CC=CC=C1)CCC#N (N-(2-nitrophenyl)-N-(2-cyanoethyl)aniline). Reaction SMILES: [C:1](#[N:4])[CH:2]=[CH2:3].[OH-].C([N+](C)(C)C)C1C=CC=CC=1.[CH:17]1[CH:22]=[CH:21][C:20]([NH:23][C:24]2[C:29]([N+:30]([O-:32])=[O:31])=[CH:28][CH:27]=[CH:26][CH:25]=2)=[CH:19][CH:18]=1>CO>[N+:30]([C:29]1[CH:28]=[CH:27][CH:26]=[CH:25][C:24]=1[N:23]([CH2:3][CH2:2][C:1]#[N:4])[C:20]1[CH:19]=[CH:18][CH:17]=[CH:22][CH:21]=1)([O-:32])=[O:31] |f:1.2|. Reported procedure: Acrylonitrile (210 ml) and 40% benzyltrimethylammoniumhydroxide in methanol (1.5 ml) were added to 2-nitrodiphenylamine (100 g), and the mixture was refluxed with heat for one hour. The reaction mixture was concentrated under reduced pressure, and the residue was purified by silica gel column chromatography (n-hexane:ethyl acetate=2:1) to thereby obtain 47.7 g of the titled compound as a red solid. As a reaction SMILES: [CH3:1][N:2]([CH2:4][CH2:5][CH2:6][C:7]1([C:18]2[CH:19]=[CH:20][C:21]([F:24])=[CH:22][CH:23]=2)[O:15][CH2:14][C:13]2[CH:12]=[C:11]([C:16]#[N:17])[CH:10]=[CH:9][C:8]1=2)[CH3:3].Br.O.[OH-].[Na+]>C1(C)C=CC=CC=1>[CH3:1][N:2]([CH2:4][CH2:5][CH2:6][C:7]1([C:18]2[CH:23]=[CH:22][C:21]([F:24])=[CH:20][CH:19]=2)[O:15][CH2:14][C:13]2[CH:12]=[C:11]([C:16]#[N:17])[CH:10]=[CH:9][C:8]1=2)[CH3:3] |f:0.1,3.4|. The product is CN(C)CCCC1(C=2C=CC(=CC2CO1)C#N)C=3C=CC(=CC3)F (Citalopram). Conditions: temperature 20 celsius. The solvent is C1(=CC=CC=C1)C (toluene). Procedure: A solution of citalopram hydrobromide (200 Kg, 0.49 kmoles), in toluene (300 lit) and water (200 lit) were stirred at room temperature. The mixture was cooled to 20° C., basified with 10% NaOH solution (100 lit) to pH 9-10 and the phases separated. The aqueous layer was extracted with toluene (2×150 lit). The combined organic solutions were washed with water, dried on sodium sulphate, filtered and used for the next step. The reactants are CN(C)CCCC1(C=2C=CC(=CC2CO1)C#N)C=3C=CC(=CC3)F.Br (citalopram hydrobromide), O (water), [OH-].[Na+] (NaOH). Reactants: ClC=1C2=C(N=CN1)N(C=C2)[C@H]2[C@@]([C@H](O)[C@H](O2)CO)(F)C#C (4-Chloro-7-[(2R)2-deoxy-2-C-ethynyl-2-fluoro-β-D-erythro-pentofuranosyl]pyrrolo[2,3-d]pyrimidine), ClC1=C2N=CN(C2=NC=N1)[C@H]1[C@@]([C@H](O)[C@H](O1)CO)(F)C#C (6-Chloro-9-[(2R)-2-deoxy-2-C-ethynyl-2-fluoro-β-D-erythro-pentofuranosyl]purine). Yields the product NC=1C2=C(N=CN1)N(C=C2)[C@H]2[C@@]([C@H](O)[C@H](O2)CO)(F)C#C (4-Amino-7-[(2R)2-deoxy-2-C-ethynyl-2-fluoro-β-D-erythro-pentofuranosyl]pyrrolo[2,3-d]pyrimidine). RXN SMILES: Cl[C:2]1[C:3]2[CH:10]=[CH:9][N:8]([C@@H:11]3[O:16][C@H:15]([CH2:17][OH:18])[C@@H:13]([OH:14])[C@@:12]3([C:20]#[CH:21])[F:19])[C:4]=2[N:5]=[CH:6][N:7]=1.ClC1N=CN=C2C=1[N:25]=CN2[C@@H]1O[C@H](CO)[C@@H](O)[C@@]1(C#C)F>>[NH2:25][C:2]1[C:3]2[CH:10]=[CH:9][N:8]([C@@H:11]3[O:16][C@H:15]([CH2:17][OH:18])[C@@H:13]([OH:14])[C@@:12]3([C:20]#[CH:21])[F:19])[C:4]=2[N:5]=[CH:6][N:7]=1. Reported procedure: 7l was synthesized from 6g as described for 6a. White lyophilised powder. Molecular Formula C13H13FN4O3. 1H NMR (DMSO-d6, 400 MHz) δ (ppm) 3.61 (d, J=5.52 Hz, 1H), 3.63-3.67 (m, 1H), 3.80-3.83 (d, J=12.14 Hz, 1H), 3.86-3.88 (d, J=9.38 Hz, 1H), 4.46-4.54 (dd, J=23.23 Hz and J=9.39 Hz, 1H), 5.30 (brs, 1H), 6.1 (brs, 1H), 6.41-6.47 (d, J=16.47 Hz, 1H), 6.57-6.61 (d, J=16.47 Hz, 1H), 7.04 (s, 2H), 7.37-7.38 (d, J=3.65 Hz, 1H), 8.05 (s, 1H) 19F NMR (DMSO-d6, 235 MHz) δ (ppm) −157.15 (s, 1F) Scan ES+ ... Starting materials: C(=O)([O-])[O-].[Na+].[Na+] (Na2CO3), ClC1=C2N=CNC2=NC=N1 (6-chloro-9H-purine), CC=1C=CC(=CC1)S(=O)(=O)O (TsOH), O1CCCC=C1 (3,4-dihydro-2H-pyran). Run in C(C)(=O)OCC (ethyl acetate). The product is ClC1=C2N=CN(C2=NC=N1)C1OCCCC1 (6-chloro-9-(tetrahydro-2H-pyran-2-yl)-9H-purine). As a reaction SMILES: [Cl:1][C:2]1[N:10]=[CH:9][N:8]=[C:7]2[C:3]=1[N:4]=[CH:5][NH:6]2.CC1C=CC(S(O)(=O)=O)=CC=1.[O:22]1[CH:27]=[CH:26][CH2:25][CH2:24][CH2:23]1.C([O-])([O-])=O.[Na+].[Na+]>C(OCC)(=O)C>[Cl:1][C:2]1[N:10]=[CH:9][N:8]=[C:7]2[C:3]=1[N:4]=[CH:5][N:6]2[CH:23]1[CH2:24][CH2:25][CH2:26][CH2:27][O:22]1 |f:3.4.5|. Procedure details: To a solution of a given 6-chloro-9H-purine (A-1) (1.29 mol, 1 eq) and TsOH (0.02 mol, 0.015 eq) in ethyl acetate (1000 mL), 3,4-dihydro-2H-pyran (1.94 mol, 1.5 eq) is added and the resulting mixture is stirred at reflux for 2 h. The reaction mixture is allowed to cool to RT, aqueous Na2CO3 solution (3%, 500 mL) is added and the resulting mixture is stirred for 10 min. The organic layer is separated, washed with water (500 mL×2) and brine (500 mL), dried over anhydrous Na2SO4, and filtered. The ... Reactants: FC1=CC(=C(OC2=CC=C(N)C=C2)C=C1)C (4-(4-fluoro-2-methylphenoxy)aniline), C(C)(C)(C)OC(=O)N1[C@@H](C[C@H](C1)CC1=CC=C(C=C1)F)C(=O)O ((2S,4R)-1-(tert-butoxycarbonyl)-4-(4-fluorobenzyl)pyrrolidine-2-carboxylic acid). Product: FC1=CC(=C(OC2=CC=C(C=C2)NC(=O)[C@H]2NC[C@@H](C2)CC2=CC=C(C=C2)F)C=C1)C ((2S,4R)—N-(4-(4-fluoro-2-methylphenoxy)phenyl)-4-(4-fluorobenzyl)pyrrolidine-2-carboxamide). Yield: 93.0%. RXN SMILES: [F:1][C:2]1[CH:15]=[CH:14][C:5]([O:6][C:7]2[CH:13]=[CH:12][C:10]([NH2:11])=[CH:9][CH:8]=2)=[C:4]([CH3:16])[CH:3]=1.C(OC([N:24]1[CH2:28][C@H:27]([CH2:29][C:30]2[CH:35]=[CH:34][C:33]([F:36])=[CH:32][CH:31]=2)[CH2:26][C@H:25]1[C:37](O)=[O:38])=O)(C)(C)C>>[F:1][C:2]1[CH:15]=[CH:14][C:5]([O:6][C:7]2[CH:13]=[CH:12][C:10]([NH:11][C:37]([C@@H:25]3[CH2:26][C@@H:27]([CH2:29][C:30]4[CH:31]=[CH:32][C:33]([F:36])=[CH:34][CH:35]=4)[CH2:28][NH:24]3)=[O:38])=[CH:9][CH:8]=2)=[C:4]([CH3:16])[CH:3]=1. Reported procedure: Proceeding as in Reference 6, but substituting 4-(4-fluoro-2-methylphenoxy)aniline and (2S,4R)-1-(tert-butoxycarbonyl)-4-(4-fluorobenzyl)pyrrolidine-2-carboxylic acid, gave (2S,4R)—N-(4-(4-fluoro-2-methylphenoxy)phenyl)-4-(4-fluorobenzyl)pyrrolidine-2-carboxamide (359 mg, 93%). The reactants are C1CCOC1, CN(C)c1ccncc1, CCN(C(C)C)C(C)C, [Cl-], O=C(Cl)Oc1ccc([N+](=O)[O-])cc1, O=C1CCC(c2cccc(F)c2F)CCC1O, O=c1[nH]c2ncccc2n1C1CCNCC1, O. Yields the product O=C1CCC(c2cccc(F)c2F)CCC1OC(=O)N1CCC(n2c(=O)[nH]c3ncccc32)CC1. RXN SMILES: [CH2:57]1[O:58][CH2:59][CH2:60][CH2:61]1.[CH3:62][N:63]([c:64]1[cH:65][cH:66][n:67][cH:68][cH:69]1)[CH3:70].[CH:48]([N:49]([CH2:50][CH3:51])[CH:52]([CH3:53])[CH3:54])([CH3:55])[CH3:56].[Cl-:31].[Cl:18][C:19](=[O:20])[O:21][c:22]1[cH:23][cH:24][c:25]([N+:26]([O-:27])=[O:28])[cH:29][cH:30]1.[F:1][c:2]1[c:3]([CH:9]2[CH2:10][CH2:11][CH:12]([OH:17])[C:13](=[O:16])[CH2:14][CH2:15]2)[cH:4][cH:5][cH:6][c:7]1[F:8].[NH:32]1[CH2:33][CH2:34][CH:35]([n:38]2[c:39](=[O:47])[nH:40][c:41]3[n:42][cH:43][cH:44][cH:45][c:46]23)[CH2:36][CH2:37]1.[OH2:71]>>[F:1][c:2]1[c:3]([CH:9]2[CH2:10][CH2:11][CH:12]([O:17][C:19](=[O:20])[N:32]3[CH2:33][CH2:34][CH:35]([n:38]4[c:39](=[O:47])[nH:40][c:41]5[n:42][cH:43][cH:44][cH:45][c:46]45)[CH2:36][CH2:37]3)[C:13](=[O:16])[CH2:14][CH2:15]2)[cH:4][cH:5][cH:6][c:7]1[F:8].